This data is from the Open Reaction Database (ORD), a public repository of structured organic reaction records. The task is: describe an organic reaction: reactants, conditions, products, and yield Starting materials: CC1(C)C2CCC1(CS(=O)(=O)O)C(=O)C2, CO, CC(C)(c1ccc2ncccc2c1)n1nnc2ccc(-c3cnn(CCOC4CCCCO4)c3)nc21, O. The product is CC(C)(c1ccc2ncccc2c1)n1nnc2ccc(-c3cnn(CCO)c3)nc21. RXN SMILES: [C:37]12([CH2:38][S:39]([OH:40])(=[O:41])=[O:42])[C:43]([CH3:44])([CH3:45])[CH:46]([CH2:47][CH2:48]1)[CH2:49][C:50]2=[O:51].[CH3:52][OH:53].[O:1]1[CH2:2][CH2:3][CH2:4][CH2:5][CH:6]1[O:7][CH2:8][CH2:9][n:10]1[n:11][cH:12][c:13](-[c:15]2[cH:16][cH:17][c:18]3[c:19]([n:20]2)[n:21]([C:24]([CH3:25])([CH3:26])[c:27]2[cH:28][c:29]4[cH:30][cH:31][cH:32][n:33][c:34]4[cH:35][cH:36]2)[n:22][n:23]3)[cH:14]1.[OH2:54]>>[OH:7][CH2:8][CH2:9][n:10]1[n:11][cH:12][c:13](-[c:15]2[cH:16][cH:17][c:18]3[c:19]([n:20]2)[n:21]([C:24]([CH3:25])([CH3:26])[c:27]2[cH:28][c:29]4[cH:30][cH:31][cH:32][n:33][c:34]4[cH:35][cH:36]2)[n:22][n:23]3)[cH:14]1. The reactants are [Al+3], CCCC(=O)Cl, [Cl-], [Cl-], [Cl-], ClCCCl, O=C1Cc2ccccc2N1, O. Product: CCCC(=O)c1ccc2c(c1)CC(=O)N2. Reaction SMILES: [Al+3:2].[C:15]([CH2:16][CH2:17][CH3:18])(=[O:19])[Cl:20].[Cl-:1].[Cl-:3].[Cl-:4].[Cl:22][CH2:23][CH2:24][Cl:25].[NH:5]1[C:6](=[O:14])[CH2:7][c:8]2[cH:9][cH:10][cH:11][cH:12][c:13]21.[OH2:21]>>[NH:5]1[C:6](=[O:14])[CH2:7][c:8]2[cH:9][c:10]([C:15]([CH2:16][CH2:17][CH3:18])=[O:19])[cH:11][cH:12][c:13]21. Starting materials: ClCCl, COC1OC(COCc2ccccc2)C(O)C(OCc2ccccc2)C1OCc1ccccc1, COC1OC(C(OCc2ccccc2)=S(=O)=O)C(OC(F)(F)F)C(OCc2ccccc2)C1OCc1ccccc1, O=S(=O)(OS(=O)(=O)C(F)(F)F)C(F)(F)F, O=S(=O)(O)C(F)(F)F, c1ccncc1. The product is COC1OC(COCc2ccccc2)C(OS(=O)(=O)C(F)(F)F)C(OCc2ccccc2)C1OCc1ccccc1. As a reaction SMILES: [CH2:105]([Cl:106])[Cl:107].[CH2:22]([c:23]1[cH:24][cH:25][cH:26][cH:27][cH:28]1)[O:29][CH:30]1[CH:31]([O:32][CH3:33])[O:34][CH:35]([CH2:47][O:48][CH2:49][c:50]2[cH:51][cH:52][cH:53][cH:54][cH:55]2)[CH:36]([OH:46])[CH:37]1[O:38][CH2:39][c:40]1[cH:41][cH:42][cH:43][cH:44][cH:45]1.[CH2:56]([O:57][CH:58]1[CH:59]([O:60][CH2:61][c:62]2[cH:63][cH:64][cH:65][cH:66][cH:67]2)[CH:68]([O:69][C:70]([F:71])([F:72])[F:73])[CH:74]([C:75](=[S:76](=[O:77])=[O:78])[O:79][CH2:80][c:81]2[cH:82][cH:83][cH:84][cH:85][cH:86]2)[O:87][CH:88]1[O:89][CH3:90])[c:91]1[cH:92][cH:93][cH:94][cH:95][cH:96]1.[F:7][C:8]([S:9](=[O:10])(=[O:11])[O:12][S:13]([C:14]([F:15])([F:16])[F:17])(=[O:18])=[O:19])([F:20])[F:21].[S:97]([OH:98])([C:99]([F:100])([F:101])[F:102])(=[O:103])=[O:104].[cH:1]1[cH:2][cH:3][n:4][cH:5][cH:6]1>>[F:7][C:8]([S:9](=[O:10])(=[O:11])[O:12][CH:36]1[CH:35]([CH2:47][O:48][CH2:49][c:50]2[cH:51][cH:52][cH:53][cH:54][cH:55]2)[O:34][CH:31]([O:32][CH3:33])[CH:30]([O:29][CH2:22][c:23]2[cH:24][cH:25][cH:26][cH:27][cH:28]2)[CH:37]1[O:38][CH2:39][c:40]1[cH:41][cH:42][cH:43][cH:44][cH:45]1)([F:20])[F:21]. The reactants are crude product, NC1(C(N(C2=CC(=CC=C12)OC)C1=C(C=CC=C1)F)=O)CCC#N (3-[3-amino-1-(2-fluorophenyl)-2,3-dihydro-6-methoxy-2-oxo-1H-indol-3-yl]propanenitrile), O.C(C1=CC=CC=C1)(=O)C(C(C(=O)O)(O)C(C1=CC=CC=C1)=O)(O)C(=O)O ((+)-dibenzoyltartaric acid monohydrate). The solvent is C(C)(=O)OCC (ethyl acetate), C(C)(=O)OCC (ethyl acetate). The product is C(C1=CC=CC=C1)(=O)C(C(C(=O)O)(O)C(C1=CC=CC=C1)=O)(O)C(=O)O.NC1(C(N(C2=CC(=CC=C12)OC)C1=C(C=CC=C1)F)=O)CCC#N (3-[3-amino-1-(2-fluorophenyl)-2,3-dihydro-6-methoxy-2-oxo-1H-indol-3-yl]propanenitrile (+)-dibenzoyltartrate). Reaction SMILES: [NH2:1][C:2]1([CH2:21][CH2:22][C:23]#[N:24])[C:10]2[C:5](=[CH:6][C:7]([O:11][CH3:12])=[CH:8][CH:9]=2)[N:4]([C:13]2[CH:18]=[CH:17][CH:16]=[CH:15][C:14]=2[F:19])[C:3]1=[O:20].O.[C:26]([C:34]([C:49]([OH:51])=[O:50])([OH:48])[C:35]([C:40](=[O:47])[C:41]1[CH:46]=[CH:45][CH:44]=[CH:43][CH:42]=1)([OH:39])[C:36]([OH:38])=[O:37])(=[O:33])[C:27]1[CH:32]=[CH:31][CH:30]=[CH:29][CH:28]=1>C(OCC)(=O)C>[C:40]([C:35]([C:36]([OH:38])=[O:37])([OH:39])[C:34]([C:26](=[O:33])[C:27]1[CH:32]=[CH:31][CH:30]=[CH:29][CH:28]=1)([OH:48])[C:49]([OH:51])=[O:50])(=[O:47])[C:41]1[CH:46]=[CH:45][CH:44]=[CH:43][CH:42]=1.[NH2:1][C:2]1([CH2:21][CH2:22][C:23]#[N:24])[C:10]2[C:5](=[CH:6][C:7]([O:11][CH3:12])=[CH:8][CH:9]=2)[N:4]([C:13]2[CH:18]=[CH:17][CH:16]=[CH:15][C:14]=2[F:19])[C:3]1=[O:20] |f:1.2,4.5|. Procedure details: 70.70 g of the crude product of 3-[3-amino-1-(2-fluorophenyl)-2,3-dihydro-6-methoxy-2-oxo-1H-indol-3-yl]propanenitrile was dissolved in 250 ml of ethyl acetate. To this solution was added dropwise a solution of 51.21 g of (+)-dibenzoyltartaric acid monohydrate in 150 ml of ethyl acetate under ice cooling. The resulting crystals were collected by filtration and washed with water with ethyl acetate to afford 3-[3-amino-1-(2-fluorophenyl)-2,3-dihydro-6-methoxy-2-oxo-1H-indol-3-yl]propanenitrile (+)...